Task: describe an organic reaction: reactants, conditions, products, and yield. Dataset: the Open Reaction Database (ORD), a public repository of structured organic reaction records The reactants are [Br-], C[Mg+], O=C(CCCl)c1ccccc1. Yields the product CC(O)(CCCl)c1ccccc1. Reaction SMILES: [Br-:12].[CH3:13][Mg+:14].[Cl:1][CH2:2][CH2:3][C:4](=[O:5])[c:6]1[cH:7][cH:8][cH:9][cH:10][cH:11]1>>[Cl:1][CH2:2][CH2:3][C:4]([OH:5])([c:6]1[cH:7][cH:8][cH:9][cH:10][cH:11]1)[CH3:13]. Starting materials: CCI, COCC1CCC(=O)CC1, O=C(CNc1n[nH]c2ccc(C(F)(F)F)cc12)NC1CNC1. Yields the product COCC1CCC(N2CC(NC(=O)CNc3n[nH]c4ccc(C(F)(F)F)cc34)C2)CC1. Reaction SMILES: [CH2:33]([I:34])[CH3:35].[CH3:23][O:24][CH2:25][CH:26]1[CH2:27][CH2:28][C:29](=[O:32])[CH2:30][CH2:31]1.[NH:1]1[CH2:2][CH:3]([NH:5][C:6]([CH2:7][NH:8][c:9]2[n:10][nH:11][c:12]3[cH:13][cH:14][c:15]([C:18]([F:19])([F:20])[F:21])[cH:16][c:17]23)=[O:22])[CH2:4]1>>[N:1]1([CH:29]2[CH2:28][CH2:27][CH:26]([CH2:25][O:24][CH3:23])[CH2:31][CH2:30]2)[CH2:2][CH:3]([NH:5][C:6]([CH2:7][NH:8][c:9]2[n:10][nH:11][c:12]3[cH:13][cH:14][c:15]([C:18]([F:19])([F:20])[F:21])[cH:16][c:17]23)=[O:22])[CH2:4]1. The reactants are ClC(Cl)(Cl)Cl, O=C1CCC(=O)N1I, N#Cc1cc(N)n(-c2c(Cl)cc(C(F)(F)F)cc2Cl)n1. Yields the product N#Cc1nn(-c2c(Cl)cc(C(F)(F)F)cc2Cl)c(N)c1I. As a reaction SMILES: [C:29]([Cl:30])([Cl:31])([Cl:32])[Cl:33].[I:21][N:22]1[C:23](=[O:24])[CH2:25][CH2:26][C:27]1=[O:28].[NH2:1][c:2]1[cH:3][c:4]([C:19]#[N:20])[n:5][n:6]1-[c:7]1[c:8]([Cl:18])[cH:9][c:10]([C:14]([F:15])([F:16])[F:17])[cH:11][c:12]1[Cl:13]>>[NH2:1][c:2]1[c:3]([I:21])[c:4]([C:19]#[N:20])[n:5][n:6]1-[c:7]1[c:8]([Cl:18])[cH:9][c:10]([C:14]([F:15])([F:16])[F:17])[cH:11][c:12]1[Cl:13]. Yields the product FC=1C=C(C=CC1)C1=NNC=2C1=NC(=CC2)Cl (3-(3-fluorophenyl)-5-chloro-1H-pyrazolo[4,3-b]pyridine). Procedure details: To 100 mg of 3-(3-fluorophenyl)-1-trityl-1H-pyrazolo[4,3-b]pyridine-4-oxide in toluene was acted phosphorus oxychloride in toluene in the same manner as described in Production example 28, to afford 30 mg of 3-(3-fluorophenyl)-5-chloro-1H-pyrazolo[4,3-b]pyridine described in Example 38 described below as a colorless powder, as well as 60 mg of a crude product of the title compound as a colorless powder. Solvent: C1(=CC=CC=C1)C (toluene), C1(=CC=CC=C1)C (toluene). Starting materials: FC=1C=C(C=CC1)C1=NN(C=2C1=[N+](C=CC2)[O-])C(C2=CC=CC=C2)(C2=CC=CC=C2)C2=CC=CC=C2 (3-(3-fluorophenyl)-1-trityl-1H-pyrazolo[4,3-b]pyridine-4-oxide), P(=O)(Cl)(Cl)Cl (phosphorus oxychloride). RXN SMILES: [F:1][C:2]1[CH:3]=[C:4]([C:8]2[C:12]3=[N+:13]([O-])[CH:14]=[CH:15][CH:16]=[C:11]3[N:10](C(C3C=CC=CC=3)(C3C=CC=CC=3)C3C=CC=CC=3)[N:9]=2)[CH:5]=[CH:6][CH:7]=1.P(Cl)(Cl)([Cl:39])=O>C1(C)C=CC=CC=1>[F:1][C:2]1[CH:3]=[C:4]([C:8]2[C:12]3=[N:13][C:14]([Cl:39])=[CH:15][CH:16]=[C:11]3[NH:10][N:9]=2)[CH:5]=[CH:6][CH:7]=1. The reactants are ClC1=NC=C(C(=N1)NC1=CC(=CC=C1)O)F (2-chloro-5-fluoro-N4-(3-hydroxyphenyl)-4-pyrimidineamine), C(C)NC(=O)OC=1C=C(N)C=CC1 (3-[(N-ethylamino)carbonyloxy]aniline). The product is C(C)NC(=O)OC=1C=C(C=CC1)NC1=NC=C(C(=N1)NC1=CC(=CC=C1)O)F (N2-[3-[(N-ethylamino)carbonyloxy]phenyl]-5-fluoro-N4-(3-hydroxyphenyl)-2,4-pyrimidinediamine). As a reaction SMILES: Cl[C:2]1[N:7]=[C:6]([NH:8][C:9]2[CH:14]=[CH:13][CH:12]=[C:11]([OH:15])[CH:10]=2)[C:5]([F:16])=[CH:4][N:3]=1.[CH2:17]([NH:19][C:20]([O:22][C:23]1[CH:24]=[C:25]([CH:27]=[CH:28][CH:29]=1)[NH2:26])=[O:21])[CH3:18]>>[CH2:17]([NH:19][C:20]([O:22][C:23]1[CH:24]=[C:25]([NH:26][C:2]2[N:7]=[C:6]([NH:8][C:9]3[CH:14]=[CH:13][CH:12]=[C:11]([OH:15])[CH:10]=3)[C:5]([F:16])=[CH:4][N:3]=2)[CH:27]=[CH:28][CH:29]=1)=[O:21])[CH3:18]. Reported procedure: In like manner to the preparation of 5-fluoro-N4-(3-hydroxyphenyl)-N2-[4-(3-phenyl-1,2,4-oxadiazol-5-yl)methyleneoxyphenyl]-2,4-pyrimidinediamine, 2-chloro-5-fluoro-N4-(3-hydroxyphenyl)-4-pyrimidineamine and 3-[(N-ethylamino)carbonyloxy]aniline were reacted to provide N2-[3-[(N-ethylamino)carbonyloxy]phenyl]-5-fluoro-N4-(3-hydroxyphenyl)-2,4-pyrimidinediamine. Starting materials: COc1c(C)c(C)cc(C)c1Br, CC(C)C(=O)c1ccccc1, C1CCOC1, O. The product is COc1c(C)c(C)cc(C)c1C(O)(c1ccccc1)C(C)C. As a reaction SMILES: [Br:1][c:2]1[c:3]([O:11][CH3:12])[c:4]([CH3:10])[c:5]([CH3:9])[cH:6][c:7]1[CH3:8].[C:13]([CH:14]([CH3:15])[CH3:16])(=[O:17])[c:18]1[cH:19][cH:20][cH:21][cH:22][cH:23]1.[O:24]1[CH2:25][CH2:26][CH2:27][CH2:28]1.[OH2:29]>>[c:2]1([C:13]([CH:14]([CH3:15])[CH3:16])([OH:17])[c:18]2[cH:19][cH:20][cH:21][cH:22][cH:23]2)[c:3]([O:11][CH3:12])[c:4]([CH3:10])[c:5]([CH3:9])[cH:6][c:7]1[CH3:8]. Starting materials: CC(=O)Cl, CN(C(=O)c1ccc(Cl)cc1)C1CCN(S(=O)(=O)C2CCNCC2)CC1c1ccc(Cl)c(Cl)c1. Product: CC(=O)N1CCC(S(=O)(=O)N2CCC(N(C)C(=O)c3ccc(Cl)cc3)C(c3ccc(Cl)c(Cl)c3)C2)CC1. RXN SMILES: [CH3:35][C:36]([Cl:37])=[O:38].[Cl:1][c:2]1[cH:3][cH:4][c:5]([C:6](=[O:7])[N:8]([CH3:9])[CH:10]2[CH:11]([c:25]3[cH:26][c:27]([Cl:32])[c:28]([Cl:31])[cH:29][cH:30]3)[CH2:12][N:13]([S:16](=[O:17])(=[O:18])[CH:19]3[CH2:20][CH2:21][NH:22][CH2:23][CH2:24]3)[CH2:14][CH2:15]2)[cH:33][cH:34]1>>[Cl:1][c:2]1[cH:3][cH:4][c:5]([C:6](=[O:7])[N:8]([CH3:9])[CH:10]2[CH:11]([c:25]3[cH:26][c:27]([Cl:32])[c:28]([Cl:31])[cH:29][cH:30]3)[CH2:12][N:13]([S:16](=[O:17])(=[O:18])[CH:19]3[CH2:20][CH2:21][N:22]([C:36]([CH3:35])=[O:38])[CH2:23][CH2:24]3)[CH2:14][CH2:15]2)[cH:33][cH:34]1. Reactants: C[P+](C)(C)CC#N, CCC#N, CCNC(=O)c1ccc(N2CCNCC2)c(C)c1, CCN(C(C)C)C(C)C, Cl, Cl, [I-], O=c1[nH]c2cc(CO)cnc2c2cccn12. Product: CCNC(=O)c1ccc(N2CCN(Cc3cnc4c(c3)[nH]c(=O)n3cccc43)CC2)c(C)c1. RXN SMILES: [C:38]([CH2:39][P+:40]([CH3:41])([CH3:42])[CH3:43])#[N:44].[C:54](#[N:55])[CH2:56][CH3:57].[CH2:19]([CH3:20])[NH:21][C:22]([c:23]1[cH:24][c:25]([CH3:35])[c:26]([N:29]2[CH2:30][CH2:31][NH:32][CH2:33][CH2:34]2)[cH:27][cH:28]1)=[O:36].[CH2:45]([N:46]([CH:47]([CH3:48])[CH3:49])[CH:50]([CH3:51])[CH3:52])[CH3:53].[ClH:17].[ClH:18].[I-:37].[OH:1][CH2:2][c:3]1[cH:4][c:5]2[c:6]([c:7]3[n:8]([c:9](=[O:11])[nH:10]2)[cH:12][cH:13][cH:14]3)[n:15][cH:16]1>>[CH2:2]([c:3]1[cH:4][c:5]2[c:6]([c:7]3[n:8]([c:9](=[O:11])[nH:10]2)[cH:12][cH:13][cH:14]3)[n:15][cH:16]1)[N:32]1[CH2:31][CH2:30][N:29]([c:26]2[c:25]([CH3:35])[cH:24][c:23]([C:22]([NH:21][CH2:19][CH3:20])=[O:36])[cH:28][cH:27]2)[CH2:34][CH2:33]1.